Task: describe an organic reaction: reactants, conditions, products, and yield. Dataset: the Open Reaction Database (ORD), a public repository of structured organic reaction records As a reaction SMILES: [CH3:34][I:35].[H-:32].[Na+:33].[O:37]=[CH:38][N:39]([CH3:40])[CH3:41].[OH2:36].[c:1]1([C:11](=[O:12])[N:13]2[C:14](=[O:31])[NH:15][C:16]([c:19]3[cH:20][cH:21][cH:22][cH:23][cH:24]3)([c:25]3[cH:26][cH:27][cH:28][cH:29][cH:30]3)[C:17]2=[O:18])[cH:2][cH:3][cH:4][c:5]2[cH:6][cH:7][cH:8][cH:9][c:10]12>>[c:1]1([C:11](=[O:12])[N:13]2[C:14](=[O:31])[N:15]([CH3:34])[C:16]([c:19]3[cH:20][cH:21][cH:22][cH:23][cH:24]3)([c:25]3[cH:26][cH:27][cH:28][cH:29][cH:30]3)[C:17]2=[O:18])[cH:2][cH:3][cH:4][c:5]2[cH:6][cH:7][cH:8][cH:9][c:10]12. Product: CN1C(=O)N(C(=O)c2cccc3ccccc23)C(=O)C1(c1ccccc1)c1ccccc1. Starting materials: CI, [H-], [Na+], CN(C)C=O, O, O=C1NC(c2ccccc2)(c2ccccc2)C(=O)N1C(=O)c1cccc2ccccc12. The reactants are OCCC=Cc1ccc(Cl)cc1, [H][H], CN(C)C=O. Product: OCCCCc1ccc(Cl)cc1. Reaction SMILES: [Cl:1][c:2]1[cH:3][cH:4][c:5]([CH:8]=[CH:9][CH2:10][CH2:11][OH:12])[cH:6][cH:7]1.[H:13][H:14].[O:15]=[CH:16][N:17]([CH3:18])[CH3:19]>>[Cl:1][c:2]1[cH:3][cH:4][c:5]([CH2:8][CH2:9][CH2:10][CH2:11][OH:12])[cH:6][cH:7]1. Reactants: C(CCC=C)O (4-penten-1-ol), 2-methanol, C(CCCCCCCCCCCCCCC)OC1=C(S(=O)(=O)[O-])C=CC(=C1)C (hexadecyloxytosylate), [H-].[Na+] (sodium hydride), O (Water). Run in O1CCCC1 (tetrahydrofuran), O1CCCC1 (tetrahydrofuran), CN(C=O)C (N,N-dimethylformamide). Run at temperature 80 celsius, time 30 minute. The product is C(CCCCCCCCCCCCCCC)OCC(CO)CC=C (2-[(Hexadecyloxy)methyl]-4-penten-1-ol). The yield is 10.9%. Reaction SMILES: [H-].[Na+].[CH2:3]([OH:8])CCC=C.[CH2:9]([O:25][C:26]1[CH:35]=[C:34](C)[CH:33]=[CH:32]C=1S([O-])(=O)=O)[CH2:10][CH2:11][CH2:12][CH2:13][CH2:14][CH2:15][CH2:16][CH2:17][CH2:18][CH2:19][CH2:20][CH2:21][CH2:22][CH2:23][CH3:24].O>CN(C)C=O.O1CCCC1>[CH2:9]([O:25][CH2:26][CH:35]([CH2:34][CH:33]=[CH2:32])[CH2:3][OH:8])[CH2:10][CH2:11][CH2:12][CH2:13][CH2:14][CH2:15][CH2:16][CH2:17][CH2:18][CH2:19][CH2:20][CH2:21][CH2:22][CH2:23][CH3:24] |f:0.1|. Reported procedure: To a suspension of 19.1 g of 50% sodium hydride under argon in 300 ml of N,N-dimethylformamide is added dropwise over a period of 1 hour, with stirring a solution of 37 g of 4-penten-1-ol, 2-methanol (prepared as described by B. K. Wasson, et. al., J. Chem. Soc., 39, 923 (1961)) in 200 ml of tetrahydrofuran. After stirring another 30 minutes, 126.34 g of hexadecyloxytosylate is added followed by 500 ml of tetrahydrofuran. This mixture is stirred for 2.5 hours, then heated to 80° C. for 20 minute... Reactants: CSC=1NC(C=C(N1)C(=O)O)=O (2-methylthio-6-oxo-1,6-dihydro-pyrimidin-4-yl carboxylic acid), [Cl-] (chloride), CO (methanol). Product: COC(=O)C1=NC(=NC(=C1)Cl)SC (2-methylthio-6-chloro-pyrimidin-4-yl carboxylic acid methyl ester). As a reaction SMILES: [CH3:1][S:2][C:3]1[NH:4][C:5](=O)[CH:6]=[C:7]([C:9]([OH:11])=[O:10])[N:8]=1.[Cl-:13].[CH3:14]O>>[CH3:14][O:11][C:9]([C:7]1[CH:6]=[C:5]([Cl:13])[N:4]=[C:3]([S:2][CH3:1])[N:8]=1)=[O:10]. Procedure: In step a of scheme 2, reaction of diethyl diethyl oxalacetate and methylisothiourea provides the 2-methylthio-6-oxo-1,6-dihydro-pyrimidin-4-yl carboxylic acid. In step b, refluxing the carboxylic acid with tionyl chloride in an organic solvent such as tolune, followed by treatment with methanol provides the 2-methylthio-6-chloro-pyrimidin-4-yl carboxylic acid methyl ester. In step c, the methyl ester is converted to the amide using the appropriate amine, such as NHRcRd. In step d, the boronic a... The reactants are BrC1=CSC=C1 (3-Bromothiophene), C([O-])([O-])=O.[Cs+].[Cs+] (cesium carbonate), FC1=CC=C(NC2=C(C(=O)OC(C)(C)C)C=CC(=C2)C=C)C=C1 (tert-butyl 2-(4-fluoroanilino)-4-vinylbenzoate), C(CC(O)(C(=O)O)CC(=O)O)(=O)O (citric acid). The reagents and catalysts are C(C)(=O)[O-].[Pd+2].C(C)(=O)[O-] (palladium acetate). Run in CN(C(C)=O)C (N,N-dimethylacetamide), C(C)(=O)OCC (ethyl acetate). Reaction conditions: temperature 120 celsius, time 24 hour. Product: FC1=CC=C(NC2=C(C(=O)OC(C)(C)C)C=CC(=C2)\C=C\C2=CSC=C2)C=C1 (tert-butyl 2-(4-fluoroanilino)-4-((E)-2-(thiophen-3-yl)vinyl)benzoate). Reaction SMILES: Br[C:2]1[CH:6]=[CH:5][S:4][CH:3]=1.C(=O)([O-])[O-].[Cs+].[Cs+].[F:13][C:14]1[CH:35]=[CH:34][C:17]([NH:18][C:19]2[CH:31]=[C:30]([CH:32]=[CH2:33])[CH:29]=[CH:28][C:20]=2[C:21]([O:23][C:24]([CH3:27])([CH3:26])[CH3:25])=[O:22])=[CH:16][CH:15]=1.C(O)(=O)CC(CC(O)=O)(C(O)=O)O>C([O-])(=O)C.[Pd+2].C([O-])(=O)C.C(OCC)(=O)C.CN(C)C(=O)C>[F:13][C:14]1[CH:35]=[CH:34][C:17]([NH:18][C:19]2[CH:31]=[C:30](/[CH:32]=[CH:33]/[C:2]3[CH:6]=[CH:5][S:4][CH:3]=3)[CH:29]=[CH:28][C:20]=2[C:21]([O:23][C:24]([CH3:27])([CH3:25])[CH3:26])=[O:22])=[CH:16][CH:15]=1 |f:1.2.3,6.7.8|. Procedure details: 3-Bromothiophene 90 μL, cesium carbonate 0.31 g and palladium acetate 11 mg were added to N,N-dimethylacetamide 3.0 mL solution of tert-butyl 2-(4-fluoroanilino)-4-vinylbenzoate 0.15 g at room temperature, and it was stirred at 120° C. for 24 hours. After the reaction mixture was cooled to room temperature, ethyl acetate and 10% citric acid aqueous solution were added to it. The organic layer was separated and collected,dried over anhydrous magnesium sulfate after sequential washing with 10% cit... The reactants are CC(=O)NC(=O)CCCCBr, c1ccc(P(c2ccccc2)c2ccccc2)cc1, Cc1ccccc1C. Yields the product [Br-], CC(=O)NC(=O)CCCC[P+](c1ccccc1)(c1ccccc1)c1ccccc1. RXN SMILES: [C:1]([CH3:2])(=[O:3])[NH:4][C:5]([CH2:6][CH2:7][CH2:8][CH2:9][Br:10])=[O:11].[c:12]1([P:18]([c:19]2[cH:20][cH:21][cH:22][cH:23][cH:24]2)[c:25]2[cH:26][cH:27][cH:28][cH:29][cH:30]2)[cH:13][cH:14][cH:15][cH:16][cH:17]1.[c:31]1([CH3:32])[c:33]([CH3:34])[cH:35][cH:36][cH:37][cH:38]1>>[Br-:10].[C:1]([CH3:2])(=[O:3])[NH:4][C:5]([CH2:6][CH2:7][CH2:8][CH2:9][P+:18]([c:12]1[cH:13][cH:14][cH:15][cH:16][cH:17]1)([c:19]1[cH:20][cH:21][cH:22][cH:23][cH:24]1)[c:25]1[cH:26][cH:27][cH:28][cH:29][cH:30]1)=[O:11].